This data is from the Open Reaction Database (ORD), a public repository of structured organic reaction records. The task is: describe an organic reaction: reactants, conditions, products, and yield Reactants: CC(=O)SCc1ccc(-c2cccc(S(C)(=O)=O)c2)cc1, CO, C[O-], [Na+], C1CCOC1. Yields the product CS(=O)(=O)c1cccc(-c2ccc(CS)cc2)c1. Reaction SMILES: [CH3:1][S:2](=[O:3])(=[O:4])[c:5]1[cH:6][c:7](-[c:11]2[cH:12][cH:13][c:14]([CH2:17][S:18][C:19](=[O:20])[CH3:21])[cH:15][cH:16]2)[cH:8][cH:9][cH:10]1.[CH3:22][OH:23].[CH3:24][O-:25].[Na+:26].[O:27]1[CH2:28][CH2:29][CH2:30][CH2:31]1>>[CH3:1][S:2](=[O:3])(=[O:4])[c:5]1[cH:6][c:7](-[c:11]2[cH:12][cH:13][c:14]([CH2:17][SH:18])[cH:15][cH:16]2)[cH:8][cH:9][cH:10]1.